From a dataset of the Open Reaction Database (ORD), a public repository of structured organic reaction records. describe an organic reaction: reactants, conditions, products, and yield Yield: 90.7%. The reactants are COC=1C=C2C(=NC1)N(C(=C2)C)S(=O)(=O)C2=CC=CC=C2 (5-methoxy-2-methyl-1-(phenylsulfonyl)-1H-pyrrolo[2,3-b]pyridine), [OH-].[Na+] (sodium hydroxide), O (water). Procedure: A solution of 5-methoxy-2-methyl-1-(phenylsulfonyl)-1H-pyrrolo[2,3-b]pyridine (950 mg, 3.14 mmol) and 40% aqueous sodium hydroxide (106 ml) in methanol (160 ml) was heated at reflux for 30 minutes. After cooling, the mixture was poured onto cooled water and extracted with ethyl acetate. The organic layer was separated, washed with water, brine, dried (MgSO4), filtered and evaporated. The residue was purified by column chromatography eluting with ethyl acetate/petroleum ether (1/1). The fractions... The product is COC=1C=C2C(=NC1)NC(=C2)C (5-methoxy-2-methyl-1H-pyrrolo[2,3-b]pyridine). As a reaction SMILES: [CH3:1][O:2][C:3]1[CH:4]=[C:5]2[CH:11]=[C:10]([CH3:12])[N:9](S(C3C=CC=CC=3)(=O)=O)[C:6]2=[N:7][CH:8]=1.[OH-].[Na+].O>CO>[CH3:1][O:2][C:3]1[CH:4]=[C:5]2[CH:11]=[C:10]([CH3:12])[NH:9][C:6]2=[N:7][CH:8]=1 |f:1.2|. Run in CO (methanol). Starting materials: COc1cc(C=CC=O)ccc1OCc1coc(-c2ccccc2)n1, O=C1CSC(=O)N1. Product: COc1cc(C=CC=C2SC(=O)NC2=O)ccc1OCc1coc(-c2ccccc2)n1. Reaction SMILES: [CH3:1][O:2][c:3]1[cH:4][c:5]([CH:6]=[CH:7][CH:8]=[O:9])[cH:10][cH:11][c:12]1[O:13][CH2:14][c:15]1[n:16][c:17](-[c:20]2[cH:21][cH:22][cH:23][cH:24][cH:25]2)[o:18][cH:19]1.[S:26]1[C:27](=[O:32])[NH:28][C:29](=[O:31])[CH2:30]1>>[CH3:1][O:2][c:3]1[cH:4][c:5]([CH:6]=[CH:7][CH:8]=[C:30]2[S:26][C:27](=[O:32])[NH:28][C:29]2=[O:31])[cH:10][cH:11][c:12]1[O:13][CH2:14][c:15]1[n:16][c:17](-[c:20]2[cH:21][cH:22][cH:23][cH:24][cH:25]2)[o:18][cH:19]1. The reactants are C(C1=CC=CC=C1)OCN1C=NC(=C1SC1=CC=CC=C1)CC (1-benzyloxymethyl-4-ethyl-5-phenylthioimidazole), C(C)I (ethyl iodide), C(CCC)[Li] (n-butyl lithium), CCCCCC (hexane). Run in O1CCCC1 (tetrahydrofuran), CN(P(N(C)C)(N(C)C)=O)C (hexamethylphosphoric triamide). Conditions: temperature -78 celsius, time 10 minute. Product: C(C1=CC=CC=C1)OCN1C(=NC(=C1SC1=CC=CC=C1)CC)CC (1-benzyloxymethyl-2,4-diethyl-5-phenylthioimidazole). Reaction SMILES: [CH2:1]([O:8][CH2:9][N:10]1[C:14]([S:15][C:16]2[CH:21]=[CH:20][CH:19]=[CH:18][CH:17]=2)=[C:13]([CH2:22][CH3:23])[N:12]=[CH:11]1)[C:2]1[CH:7]=[CH:6][CH:5]=[CH:4][CH:3]=1.[CH2:24]([Li])[CH2:25]CC.CCCCCC.C(I)C>O1CCCC1.CN(C)P(=O)(N(C)C)N(C)C>[CH2:1]([O:8][CH2:9][N:10]1[C:14]([S:15][C:16]2[CH:21]=[CH:20][CH:19]=[CH:18][CH:17]=2)=[C:13]([CH2:22][CH3:23])[N:12]=[C:11]1[CH2:24][CH3:25])[C:2]1[CH:3]=[CH:4][CH:5]=[CH:6][CH:7]=1. Procedure: In a mixture of 5 ml of dry tetrahydrofuran and 2.5 ml of dry hexamethylphosphoric triamide is dissolved 150 mg of 1-benzyloxymethyl-4-ethyl-5-phenylthioimidazole (I-4) (0.46 mmol) obtained in Example 4, and the resulting solution is chilled at -78° C. To the solution is added dropwise 1.64M n-butyl lithium solution in 0.49 ml of hexane (0.8 mmol). Five minutes later, 110 mg of ethyl iodide (0.8 mmol) is added to the mixture, which mixture is allowed to stand for 10 minutes, when it is poured on... Starting materials: BrC1C(NCCCCCC1)=O (3-bromoperhydroazonin-2-one), [NH4+].[Cl-] (NH4Cl), ICC(=O)OC(C)(C)C (t-butyl iodoacetate), [H-].[Na+] (sodium hydride). The solvent is C1CCOC1 (THF), C1CCOC1 (THF). Run at time 2 hour. Yields the product BrC1C(N(CCCCCC1)CC(=O)OC(C)(C)C)=O (3-bromo-1-t-butoxycarbonylmethylperhydroazonin-2-one). Reaction SMILES: [Br:1][CH:2]1[CH2:10][CH2:9][CH2:8][CH2:7][CH2:6][CH2:5][NH:4][C:3]1=[O:11].I[CH2:13][C:14]([O:16][C:17]([CH3:20])([CH3:19])[CH3:18])=[O:15].[H-].[Na+].[NH4+].[Cl-]>C1COCC1>[Br:1][CH:2]1[CH2:10][CH2:9][CH2:8][CH2:7][CH2:6][CH2:5][N:4]([CH2:13][C:14]([O:16][C:17]([CH3:20])([CH3:19])[CH3:18])=[O:15])[C:3]1=[O:11] |f:2.3,4.5|. Procedure: Add a solution of 7.35 g. 3-bromoperhydroazonin-2-one [Nagasawa et al., J. Med. Chem., 14, 501 (1971)]and 8.47 g t-butyl iodoacetate in 70 ml THF to a suspension of 0.881 g sodium hydride in 35 ml THF. After 2 hours at room temperature, add 15 ml saturated NH4Cl solution, filter and concentrate the filtrate in vacuo. Partition the residue between ether and H2O and wash the organic phase with H2O and brine. Dry the ether solution and filter. Decolorize the filtrate with charcoal, filter and conce... Reactants: O=C([O-])O, ClCCl, OCCOCc1ccccc1, COc1ccc(CNc2nc(SC)nc(Cl)c2C(=O)Cl)cc1Cl, [Na+], O. Yields the product COc1ccc(CNc2nc(SC)nc(Cl)c2C(=O)OCCOCc2ccccc2)cc1Cl. RXN SMILES: [C:38](=[O:39])([O-:40])[OH:41].[CH2:24]([Cl:25])[Cl:26].[CH2:27]([c:28]1[cH:29][cH:30][cH:31][cH:32][cH:33]1)[O:34][CH2:35][CH2:36][OH:37].[Cl:1][c:2]1[cH:3][c:4]([CH2:5][NH:6][c:7]2[n:8][c:9]([S:17][CH3:18])[n:10][c:11]([Cl:16])[c:12]2[C:13](=[O:14])[Cl:15])[cH:19][cH:20][c:21]1[O:22][CH3:23].[Na+:42].[OH2:43]>>[Cl:1][c:2]1[cH:3][c:4]([CH2:5][NH:6][c:7]2[n:8][c:9]([S:17][CH3:18])[n:10][c:11]([Cl:16])[c:12]2[C:13](=[O:14])[O:37][CH2:36][CH2:35][O:34][CH2:27][c:28]2[cH:29][cH:30][cH:31][cH:32][cH:33]2)[cH:19][cH:20][c:21]1[O:22][CH3:23]. The reactants are CCOC(C)=O, C=C(C(=O)c1ccc(Cl)cc1Cl)c1ccccc1, C1CCOC1, c1c[nH]cn1. Yields the product O=C(c1ccc(Cl)cc1Cl)C(Cn1ccnc1)c1ccccc1. As a reaction SMILES: [CH3:29][CH2:30][O:31][C:32](=[O:33])[CH3:34].[Cl:1][c:2]1[c:3]([C:9]([C:10](=[CH2:11])[c:12]2[cH:13][cH:14][cH:15][cH:16][cH:17]2)=[O:18])[cH:4][cH:5][c:6]([Cl:8])[cH:7]1.[O:24]1[CH2:25][CH2:26][CH2:27][CH2:28]1.[nH:19]1[cH:20][n:21][cH:22][cH:23]1>>[Cl:1][c:2]1[c:3]([C:9]([CH:10]([CH2:11][n:19]2[cH:20][n:21][cH:22][cH:23]2)[c:12]2[cH:13][cH:14][cH:15][cH:16][cH:17]2)=[O:18])[cH:4][cH:5][c:6]([Cl:8])[cH:7]1. The reactants are BrC1=C(C=CC(=C1)F)S(=O)(=O)Cl (2-bromo-4-fluorobenzenesulfonyl chloride), BrC1=C(C=CC(=C1)F)S(=O)(=O)Cl (2-bromo-4-fluorobenzenesulfonyl chloride), NC1=CC=C2C3=C(C=NC2=C1C(=O)OC)OC=C3 (methyl 7-amino-furo[2,3-c]quinoline-6-carboxylate), NC1=CC=C2C3=C(C=NC2=C1C(=O)OC)OC=C3 (methyl 7-amino-furo[2,3-c]quinoline-6-carboxylate). Run in N1=CC=CC=C1 (pyridine), N1=CC=CC=C1 (pyridine). Conditions: temperature 70 celsius. The product is BrC1=C(C=CC(=C1)F)S(=O)(=O)NC1=CC=C2C3=C(C=NC2=C1C(=O)OC)OC=C3 (methyl 7-(2-bromo-4-fluorobenzenesulfonylamino)-furo[2,3-c]quinoline-6-carboxylate). Isolated yield 24.5%. Reaction SMILES: [Br:1][C:2]1[CH:7]=[C:6]([F:8])[CH:5]=[CH:4][C:3]=1[S:9](Cl)(=[O:11])=[O:10].[NH2:13][C:14]1[C:23]([C:24]([O:26][CH3:27])=[O:25])=[C:22]2[C:17]([C:18]3[CH:30]=[CH:29][O:28][C:19]=3[CH:20]=[N:21]2)=[CH:16][CH:15]=1>N1C=CC=CC=1>[Br:1][C:2]1[CH:7]=[C:6]([F:8])[CH:5]=[CH:4][C:3]=1[S:9]([NH:13][C:14]1[C:23]([C:24]([O:26][CH3:27])=[O:25])=[C:22]2[C:17]([C:18]3[CH:30]=[CH:29][O:28][C:19]=3[CH:20]=[N:21]2)=[CH:16][CH:15]=1)(=[O:11])=[O:10]. Procedure: A solution of 2-bromo-4-fluorobenzenesulfonyl chloride (0.57 g) in pyridine (10 mL) was heated to 70° C. and a solution of methyl 7-amino-furo[2,3-c]quinoline-6-carboxylate (Intermediate 16, 0.33 g) in pyridine (10 mL) was added. The mixture was stirred and heated at 70° C. for 4 hours. Further 2-bromo-4-fluorobenzenesulfonyl chloride (0.57 g) was added and the mixture was stirred and heated at 70° C. overnight. After cooling, the mixture was filtered and the solid was washed with methanol. The ...